Dataset: the Open Reaction Database (ORD), a public repository of structured organic reaction records. Task: describe an organic reaction: reactants, conditions, products, and yield Product: Nc1ccc(CN2CCCCC2)cc1. RXN SMILES: [CH3:17][OH:18].[N+:1]([O-:2])(=[O:3])[c:4]1[cH:5][cH:6][c:7]([CH2:8][N:9]2[CH2:10][CH2:11][CH2:12][CH2:13][CH2:14]2)[cH:15][cH:16]1>>[NH2:1][c:4]1[cH:5][cH:6][c:7]([CH2:8][N:9]2[CH2:10][CH2:11][CH2:12][CH2:13][CH2:14]2)[cH:15][cH:16]1. Starting materials: CO, O=[N+]([O-])c1ccc(CN2CCCCC2)cc1. Starting materials: CC(N)Cc1ccc(Br)cc1, ClCCl, COC(=O)Cl, c1ccncc1. The product is COC(=O)NC(C)Cc1ccc(Br)cc1. RXN SMILES: [Br:1][c:2]1[cH:3][cH:4][c:5]([CH2:8][CH:9]([CH3:10])[NH2:11])[cH:6][cH:7]1.[CH2:23]([Cl:24])[Cl:25].[Cl:18][C:19](=[O:20])[O:21][CH3:22].[cH:12]1[cH:13][cH:14][n:15][cH:16][cH:17]1>>[Br:1][c:2]1[cH:3][cH:4][c:5]([CH2:8][CH:9]([CH3:10])[NH:11][C:19](=[O:20])[O:21][CH3:22])[cH:6][cH:7]1.